Dataset: the Open Reaction Database (ORD), a public repository of structured organic reaction records. Task: describe an organic reaction: reactants, conditions, products, and yield Reactants: C(C)(C)(C)C1=C(C=CC=C1)N1CCN(CC1)C(=O)C=1N=CN(C1)CC(=O)OC (Methyl (4-{[4-(2-tert-butylphenyl)piperazin-1-yl]carbonyl}-1H-imidazol-1-yl)acetate), [Li+].[OH-] (LiOH), Cl (HCl). Solvent: O1CCCC1 (tetrahydrofuran). Reaction conditions: temperature 0 celsius, time 2 hour. Yields the product C(C)(C)(C)C1=C(C=CC=C1)N1CCN(CC1)C(=O)C=1N=CN(C1)CC(=O)O ((4-{[4-(2-tert-Butylphenyl)piperazin-1-yl]carbonyl}-1H-imidazol-1-yl)acetic acid). Yield: 105.5%. As a reaction SMILES: [C:1]([C:5]1[CH:10]=[CH:9][CH:8]=[CH:7][C:6]=1[N:11]1[CH2:16][CH2:15][N:14]([C:17]([C:19]2[N:20]=[CH:21][N:22]([CH2:24][C:25]([O:27]C)=[O:26])[CH:23]=2)=[O:18])[CH2:13][CH2:12]1)([CH3:4])([CH3:3])[CH3:2].[Li+].[OH-].Cl>O1CCCC1>[C:1]([C:5]1[CH:10]=[CH:9][CH:8]=[CH:7][C:6]=1[N:11]1[CH2:16][CH2:15][N:14]([C:17]([C:19]2[N:20]=[CH:21][N:22]([CH2:24][C:25]([OH:27])=[O:26])[CH:23]=2)=[O:18])[CH2:13][CH2:12]1)([CH3:4])([CH3:2])[CH3:3] |f:1.2|. Procedure: A mixture of methyl (4-{[4-(2-tert-butylphenyl)piperazin-1-yl]carbonyl}-1H-imidazol-1-yl)acetate (Example 187, 0.34 g, 0.87 mmol) and 1M LiOH solution (5 mL, 5.0 mmol) in tetrahydrofuran (5 mL) was stirred at 0° C. for 2 h. The reaction mixture was acidified with 1 M HCl solution and extracted with ethyl acetate. The extract was washed with brine, dried over anhydrous magnesium sulfate, filtered and concentrated under reduced pressure to give the title compound (0.34 g, quant.) as a white powder...